Dataset: the Open Reaction Database (ORD), a public repository of structured organic reaction records. Task: describe an organic reaction: reactants, conditions, products, and yield The yield is 523.1%. Starting materials: ClC1=NC(=C2N=CN(C2=N1)C1CCCC1)NCCNCC1=CC2=C(OCO2)C(=C1)OC (2-chloro-9-cyclopentyl-N-[2-[[(7-methoxy-1,3-benzodioxol-5-yl)-methyl]-amino]-ethyl]-9H-purin-6-amine), N[C@@H]1CC[C@H](CC1)N (trans-1,4-diaminocyclohexane). Conditions: temperature 140 celsius. RXN SMILES: [Cl:1][C:2]1[N:10]=[C:9]2[C:5]([N:6]=[CH:7][N:8]2[CH:11]2[CH2:15][CH2:14][CH2:13][CH2:12]2)=[C:4]([NH:16][CH2:17][CH2:18][NH:19][CH2:20][C:21]2[CH:29]=[C:28]([O:30][CH3:31])[C:24]3[O:25][CH2:26][O:27][C:23]=3[CH:22]=2)[N:3]=1.[NH2:32][C@H:33]1[CH2:38][CH2:37][C@H:36]([NH2:39])[CH2:35][CH2:34]1>O>[ClH:1].[ClH:1].[ClH:1].[NH2:32][C@H:33]1[CH2:38][CH2:37][C@H:36]([NH:39][C:2]2[N:10]=[C:9]3[C:5]([N:6]=[CH:7][N:8]3[CH:11]3[CH2:12][CH2:13][CH2:14][CH2:15]3)=[C:4]([NH:16][CH2:17][CH2:18][NH:19][CH2:20][C:21]3[CH:29]=[C:28]([O:30][CH3:31])[C:24]4[O:25][CH2:26][O:27][C:23]=4[CH:22]=3)[N:3]=2)[CH2:35][CH2:34]1 |f:3.4.5.6|. Procedure details: The operation is carried out as in Stage 3 of Example 7 starting from 65 mg of the product obtained in Stage 1 above, 743 mg of trans-1,4-diaminocyclohexane, the reaction medium is heated to approximately 140° C. for 3 hours, followed by treating with 10 ml of water, extracting with 2×10 ml of ethyl acetate, washing with 10 ml of NaCl (saturated aqueous solution) and drying over MgSO4. Salification is carried out with 1.4N HCL/EtOH, followed by filtering, washing with 5 ml EtOH then drying at ˜5... The solvent is O (water). Product: Cl.Cl.Cl.N[C@@H]1CC[C@H](CC1)NC1=NC(=C2N=CN(C2=N1)C1CCCC1)NCCNCC1=CC2=C(OCO2)C(=C1)OC (trans-N2-(4-aminocyclohexyl)-9-cyclopentyl-N6-[2-[[(7-methoxy-1,3-benzodioxol-5-yl)-methyl]-amino]-ethyl]-9H-purine-2,6-diamine trihydrochloride).